From a dataset of the Open Reaction Database (ORD), a public repository of structured organic reaction records. describe an organic reaction: reactants, conditions, products, and yield Reactants: Clc1nc2ccccc2nc1Cl, [K+], [K+], CN(C)C(=O)c1ccc(S(N)(=O)=O)cc1, O=C([O-])[O-]. Yields the product CN(C)C(=O)c1ccc(S(=O)(=O)Nc2nc3ccccc3nc2Cl)cc1. As a reaction SMILES: [Cl:1][c:2]1[n:3][c:4]2[cH:5][cH:6][cH:7][cH:8][c:9]2[n:10][c:11]1[Cl:12].[K+:28].[K+:29].[NH2:13][S:14](=[O:15])(=[O:16])[c:17]1[cH:18][cH:19][c:20]([C:21](=[O:22])[N:23]([CH3:24])[CH3:25])[cH:26][cH:27]1.[O-:30][C:31]([O-:32])=[O:33]>>[c:2]1([NH:13][S:14](=[O:15])(=[O:16])[c:17]2[cH:18][cH:19][c:20]([C:21](=[O:22])[N:23]([CH3:24])[CH3:25])[cH:26][cH:27]2)[n:3][c:4]2[cH:5][cH:6][cH:7][cH:8][c:9]2[n:10][c:11]1[Cl:12]. Reactants: CCOC(=O)C(C)Br, C1CCOC1, [Cl-], CC(C)Cc1ccc(Cl)cc1, [Mg], [NH4+], Cl[Ni]Cl. Yields the product CCOC(=O)C(C)c1ccc(CC(C)C)cc1. Reaction SMILES: [Br:13][CH:14]([C:15](=[O:16])[O:17][CH2:18][CH3:19])[CH3:20].[CH2:26]1[O:27][CH2:28][CH2:29][CH2:30]1.[Cl-:21].[Cl:2][c:3]1[cH:4][cH:5][c:6]([CH2:9][CH:10]([CH3:11])[CH3:12])[cH:7][cH:8]1.[Mg:1].[NH4+:22].[Ni:23]([Cl:24])[Cl:25]>>[c:3]1([CH:14]([C:15](=[O:16])[O:17][CH2:18][CH3:19])[CH3:20])[cH:4][cH:5][c:6]([CH2:9][CH:10]([CH3:11])[CH3:12])[cH:7][cH:8]1. RXN SMILES: [CH3:1][c:2]1[cH:3][cH:4][c:5]([S:6]([O:7][CH2:8][CH:9]2[CH2:10][c:11]3[c:12]([C:13]([F:14])([F:15])[F:16])[cH:17][cH:18][c:19]([Cl:20])[c:21]3[O:22]2)(=[O:23])=[O:24])[cH:25][cH:26]1.[ClH:52].[N-:28]=[N+:29]=[N-:30].[N-:49]=[N+:50]=[N-:51].[N:31](=[N+:32]=[N-:33])[CH2:34][CH:35]1[O:36][c:37]2[c:38]([c:40]([C:45]([F:46])([F:47])[F:48])[cH:41][cH:42][c:43]2[Cl:44])[CH2:39]1.[Na+:27]>>[NH2:31][CH2:34][CH:35]1[O:36][c:37]2[c:38]([c:40]([C:45]([F:46])([F:47])[F:48])[cH:41][cH:42][c:43]2[Cl:44])[CH2:39]1. The product is NCC1Cc2c(C(F)(F)F)ccc(Cl)c2O1. The reactants are Cc1ccc(S(=O)(=O)OCC2Cc3c(C(F)(F)F)ccc(Cl)c3O2)cc1, Cl, [N-]=[N+]=[N-], [N-]=[N+]=[N-], [N-]=[N+]=NCC1Cc2c(C(F)(F)F)ccc(Cl)c2O1, [Na+]. The reactants are COC1=CC=C(C=C1)CC(=O)O ((4-methoxyphenyl)acetic acid), solution, C[Si](C)(C)[N-][Si](C)(C)C.[Na+] (NaHMDS), ClC1=C(C(=O)OC)C=CC(=C1)F (methyl 2-chloro-4-fluorobenzoate), ice. The solvent is C1CCOC1 (THF), C1CCOC1 (THF), C1CCOC1 (THF). Conditions: temperature -60 celsius, time 30 minute. Yields the product ClC1=C(C=CC(=C1)F)C(CC1=CC=C(C=C1)OC)=O (1-(2-Chloro-4-fluorophenyl)-2-(4-methoxyphenyl)ethanone). RXN SMILES: C[Si]([N-][Si](C)(C)C)(C)C.[Na+].[CH3:11][O:12][C:13]1[CH:18]=[CH:17][C:16]([CH2:19][C:20]([OH:22])=O)=[CH:15][CH:14]=1.[Cl:23][C:24]1[CH:33]=[C:32]([F:34])[CH:31]=[CH:30][C:25]=1C(OC)=O>C1COCC1>[Cl:23][C:24]1[CH:33]=[C:32]([F:34])[CH:31]=[CH:30][C:25]=1[C:20](=[O:22])[CH2:19][C:16]1[CH:15]=[CH:14][C:13]([O:12][CH3:11])=[CH:18][CH:17]=1 |f:0.1|. Procedure: 230 ml of a 2M solution of NaHMDS in THF are introduced into 250 ml of THF under nitrogen. The solution is cooled to −60° C. and then 30.5 g of (4-methoxyphenyl)acetic acid in 120 ml of THF are added at this temperature. After 1 h 30 min at −60° C., 33 g of methyl 2-chloro-4-fluorobenzoate are added and the mixture is stirred at −60° C. for 45 min and then allowed to return to 0° C. The reaction medium is poured onto 500 ml of ice-cold 2N HCl and extracted with ether and the extract is washed wi...